The task is: describe an organic reaction: reactants, conditions, products, and yield. This data is from the Open Reaction Database (ORD), a public repository of structured organic reaction records. The reactants are O (water), OOS(=O)[O-].[K+] (OXONE), O (water), C(C1=CC=CC=C1)SC1=NN2C(=NC=C(C2=O)C)S1 (2-benzylthio-6-methyl-5H-1,3,4-thiadiazolo[3,2-a]pyrimidin-5-one). Solvent: C(C)O (ethanol). Run at temperature 60 celsius, time 2 hour. Product: C(C1=CC=CC=C1)S(=O)(=O)C1=NN2C(=NC=C(C2=O)C)S1 (2-benzylsulfonyl-6-methyl-5H-1,3,4-thiadiazolo[3,2-a]pyrimidin-5-one). Isolated yield 52.0%. RXN SMILES: [CH2:1]([S:8][C:9]1[S:19][C:12]2=[N:13][CH:14]=[C:15]([CH3:18])[C:16](=[O:17])[N:11]2[N:10]=1)[C:2]1[CH:7]=[CH:6][CH:5]=[CH:4][CH:3]=1.[OH:20]OS([O-])=O.[K+].[OH2:26]>C(O)C>[CH2:1]([S:8]([C:9]1[S:19][C:12]2=[N:13][CH:14]=[C:15]([CH3:18])[C:16](=[O:17])[N:11]2[N:10]=1)(=[O:20])=[O:26])[C:2]1[CH:3]=[CH:4][CH:5]=[CH:6][CH:7]=1 |f:1.2|. Procedure: In 75 ml of ethanol, 2.8 g of 2-benzylthio-6-methyl-5H-1,3,4-thiadiazolo[3,2-a]pyrimidin-5-one prepared in Preparation Example 1 was added and dissolved by warming the mixture to 60° C. To this solution, an aqueous suspension of 35.7 g OXONE ® of in 150 ml of water was added, and the mixture was stirred at 60° C. for 2 hours. After cooling, water was added to dissolve inorganic materials, and the deposited crystals were collected by filtration. The crystals were recrystallized from ethanol, and ... The reactants are C(C)(C)C1=C(C(=C2N1C=CC1=CC=CC=C21)C2=CC=CC=C2)C/C=C/O ((E)-3-(3-isopropyl1-phenylpyrrolo[2,1-a]isoquinolin-2-yl)propen-1-ol). The reagents and catalysts are [O-2].[O-2].[Mn+4] (manganese dioxide). Run in C(C)OCC (diethyl ether). Conditions: temperature 20 celsius, time 17 hour. Yields the product C(C)(C)C1=C(C(=C2N1C=CC1=CC=CC=C21)C2=CC=CC=C2)/C=C/C=O ((E)-3-(3-isopropyl-1-phenylpyrrolo[2,1-a]isoquinolin-2-yl)propenal). Yield: 84.6%. As a reaction SMILES: [CH:1]([C:4]1[N:8]2[CH:9]=[CH:10][C:11]3[C:16]([C:7]2=[C:6]([C:17]2[CH:22]=[CH:21][CH:20]=[CH:19][CH:18]=2)[C:5]=1[CH2:23]/[CH:24]=[CH:25]/[OH:26])=[CH:15][CH:14]=[CH:13][CH:12]=3)([CH3:3])[CH3:2]>[O-2].[O-2].[Mn+4].C(OCC)C>[CH:1]([C:4]1[N:8]2[CH:9]=[CH:10][C:11]3[C:16]([C:7]2=[C:6]([C:17]2[CH:22]=[CH:21][CH:20]=[CH:19][CH:18]=2)[C:5]=1/[CH:23]=[CH:24]/[CH:25]=[O:26])=[CH:15][CH:14]=[CH:13][CH:12]=3)([CH3:3])[CH3:2] |f:1.2.3|. Procedure details: A mixture of activated manganese dioxide (17.4 g), (E)-3-(3-isopropyl1-phenylpyrrolo[2,1-a]isoquinolin-2-yl)propen-1-ol (2.14 g) and anhydrous diethyl ether (50 ml) was stirred at 20° C. under an atmosphere of argon for 17 hours. The suspension was then filtered and the filtrate was evaporated to give an orange-red oil. The oil was triturated with a mixture of petroleum ether (b.p. 40°-60° C.) and diethyl ether (1:1 v/v). The resulting crystalline solid was collected, washed with a mixture of pe...